From a dataset of the Open Reaction Database (ORD), a public repository of structured organic reaction records. describe an organic reaction: reactants, conditions, products, and yield Reactants: N[C@@H](CO)C ((R)-2-aminopropan-1-ol), C(C)(=O)OCC (Ethyl acetate), C(C)(C)N(C(C)C)CC (N,N-diisopropylethylamine), [N+](=O)([O-])C1=CC=C(C=C1)S(=O)(=O)Cl (4-Nitrobenzene-1-sulfonyl chloride). Solvent: N1=CC=CC=C1 (pyridine), O (water), C(C)#N (acetonitrile). Reaction conditions: temperature 10 celsius. The product is CC1[N@@](C1)S(=O)(=O)C1=CC=C(C=C1)[N+](=O)[O-] ((R)-2-Methyl-1-(4-nitro-benzenesulfonyl)-aziridine). Isolated yield 68.3%. As a reaction SMILES: [N+:1]([C:4]1[CH:9]=[CH:8][C:7]([S:10](Cl)(=[O:12])=[O:11])=[CH:6][CH:5]=1)([O-:3])=[O:2].[NH2:14][C@H:15]([CH3:18])[CH2:16]O.C(OCC)(=O)C.C(N(CC)C(C)C)(C)C>C(#N)C.N1C=CC=CC=1.O>[CH3:16][CH:15]1[CH2:18][N@:14]1[S:10]([C:7]1[CH:8]=[CH:9][C:4]([N+:1]([O-:3])=[O:2])=[CH:5][CH:6]=1)(=[O:12])=[O:11]. Reported procedure: 4-Nitrobenzene-1-sulfonyl chloride (6.9 g, 31 mmol) was dissolved in acetonitrile (8 ml) and stirred in an ice bath. A solution of (R)-2-aminopropan-1-ol (1 g, 13.3 mmol) in pyridine (5 ml) was added slowly and the reaction was stirred for 2 h. Ethyl acetate (25 ml) and water (10 ml) were added and the reaction was stirred for 10 min. The layers were separated and the organic layer was washed with 1M citric acid solution twice and with water once. The organic layer was cooled to 10° C. and 7 ml ... The reactants are BrB(Br)Br, CC1CO1, ClCCl, CCCCn1ccc(-c2cc(C#CCN(CC)CC)ccc2OC)c(NC(=O)Nc2c(C(C)C)cccc2C(C)C)c1=O, Cl, [Na+], [OH-]. Product: CCCCn1ccc(-c2cc(C#CCN(CC)CC)ccc2O)c(NC(=O)Nc2c(C(C)C)cccc2C(C)C)c1=O. Reaction SMILES: [B:5]([Br:6])([Br:7])[Br:8].[CH2:1]1[O:2][CH:3]1[CH3:4].[CH2:55]([Cl:56])[Cl:57].[CH2:9]([CH2:10][CH2:11][CH3:12])[n:13]1[c:14](=[O:51])[c:15]([NH:35][C:36](=[O:37])[NH:38][c:39]2[c:40]([CH:48]([CH3:49])[CH3:50])[cH:41][cH:42][cH:43][c:44]2[CH:45]([CH3:46])[CH3:47])[c:16](-[c:19]2[c:20]([O:33][CH3:34])[cH:21][cH:22][c:23]([C:25]#[C:26][CH2:27][N:28]([CH2:29][CH3:30])[CH2:31][CH3:32])[cH:24]2)[cH:17][cH:18]1.[ClH:54].[Na+:53].[OH-:52]>>[CH2:9]([CH2:10][CH2:11][CH3:12])[n:13]1[c:14](=[O:51])[c:15]([NH:35][C:36](=[O:37])[NH:38][c:39]2[c:40]([CH:48]([CH3:49])[CH3:50])[cH:41][cH:42][cH:43][c:44]2[CH:45]([CH3:46])[CH3:47])[c:16](-[c:19]2[c:20]([OH:33])[cH:21][cH:22][c:23]([C:25]#[C:26][CH2:27][N:28]([CH2:29][CH3:30])[CH2:31][CH3:32])[cH:24]2)[cH:17][cH:18]1. The reactants are OCCN1C(NC(C1)C1=CC=CC=C1)=O (2-hydroxyethyl-4-phenyl-2-imidazolidone), C(C)(=O)OC(C)=O (acetic anhydride), C1(=CC=C(C=C1)S(=O)(=O)O)C (p-toluenesulfonic acid), N1C(NCC1)=O (imidazolidone). Procedure details: Approximately 9.2 g of 1-(2-hydroxyethyl-4-phenyl-2-imidazolidone is stirred with acetic anhydride (25 ml.) and p-toluenesulfonic acid (200 mg.) for 4 hours, during which time the imidazolidone completely dissolves. The solution (100 ml.) from which a white solid precipitates. The solid is extracted with methylene chloride (3×100 ml.). The organic layer is separated, dried and the solvent removed to give a pale yellow solid. Recrystallization from ether gives the title compound as a white crysta... Yields the product C(C)(=O)OCCN1C(NC(C1)C1=CC=CC=C1)=O (1-(2-Acetoxyethyl)-4-phenyl-2-imidazolidone). As a reaction SMILES: [OH:1][CH2:2][CH2:3][N:4]1[CH2:8][CH:7]([C:9]2[CH:14]=[CH:13][CH:12]=[CH:11][CH:10]=2)[NH:6][C:5]1=[O:15].[C:16](OC(=O)C)(=[O:18])[CH3:17].C1(C)C=CC(S(O)(=O)=O)=CC=1.N1CCNC1=O>>[C:16]([O:1][CH2:2][CH2:3][N:4]1[CH2:8][CH:7]([C:9]2[CH:10]=[CH:11][CH:12]=[CH:13][CH:14]=2)[NH:6][C:5]1=[O:15])(=[O:18])[CH3:17]. Reactants: COC(CCCCCCCN(C(C1=CC=C(C=C1)F)=O)C1=CC=C(C=C1)OC)=O (8-[4-fluoro-N-(4-methoxyphenyl)-benzamido]-caprylic acid methyl ester), [OH-].[Na+] (sodium hydroxide). The solvent is CO (methanol). The product is FC1=CC=C(C(=O)N(C2=CC=C(C=C2)OC)CCCCCCCC(=O)O)C=C1 (8-[4-Fluoro-N-(4-methoxyphenyl)-benzamido]-caprylic acid). RXN SMILES: C[O:2][C:3](=[O:29])[CH2:4][CH2:5][CH2:6][CH2:7][CH2:8][CH2:9][CH2:10][N:11]([C:21]1[CH:26]=[CH:25][C:24]([O:27][CH3:28])=[CH:23][CH:22]=1)[C:12](=[O:20])[C:13]1[CH:18]=[CH:17][C:16]([F:19])=[CH:15][CH:14]=1.[OH-].[Na+]>CO>[F:19][C:16]1[CH:15]=[CH:14][C:13]([C:12]([N:11]([CH2:10][CH2:9][CH2:8][CH2:7][CH2:6][CH2:5][CH2:4][C:3]([OH:29])=[O:2])[C:21]2[CH:26]=[CH:25][C:24]([O:27][CH3:28])=[CH:23][CH:22]=2)=[O:20])=[CH:18][CH:17]=1 |f:1.2|. Procedure: As described in example 1(b), the reaction is carried out with 7.4 g (18 mmol) of 8-[4-fluoro-N-(4-methoxyphenyl)-benzamido]-caprylic acid methyl ester, 1.4 g (35 mmol) of sodium hydroxide and 70 cc. of methanol. Reaction time: 10 hours, reaction temperature: 25° C. The crude product is further purified chromatographically on silicic acid gel using chloroform as eluant. The reactants are FC(C(=O)N[C@H]1C[C@H]2N(C3=C([C@@H](C4=C2C=CC=C4)C)C=C(C=C3)C=3N=NN(N3)C)CC1)(F)F (rel-2,2,2-trifluoro-N-[(2R,10R,14bR)-1,2,3,4,10,14b-hexahydro-10-methyl-8-(2-methyltetrazol-5-yl)dibenzo[c,f]pyrido[1,2-a]azepin-2-yl]acetamide), [N+](=O)(O)[O-] (nitric acid). Solvent: C(Cl)Cl (DCM). Yields the product FC(C(=O)N[C@H]1C[C@H]2N(C3=C([C@@H](C4=C2C=CC=C4)C)C=C(C=C3)[N+](=O)[O-])CC1)(F)F (rel-2,2,2-trifluoro-N-[(2R,10R,14bR)-1,2,3,4,10,14b-hexahydro-10-methyl-8-nitrodibenzo[c,f]pyrido[1,2-a]azepin-2-yl]acetamide). As a reaction SMILES: [F:1][C:2]([F:33])([F:32])[C:3]([NH:5][C@@H:6]1[CH2:31][CH2:30][N:9]2[C:10]3[CH:23]=[CH:22][C:21](C4N=NN(C)N=4)=[CH:20][C:11]=3[C@H:12]([CH3:19])[C:13]3[CH:18]=[CH:17][CH:16]=[CH:15][C:14]=3[C@H:8]2[CH2:7]1)=[O:4].[N+:34]([O-])([OH:36])=[O:35]>C(Cl)Cl>[F:1][C:2]([F:32])([F:33])[C:3]([NH:5][C@@H:6]1[CH2:31][CH2:30][N:9]2[C:10]3[CH:23]=[CH:22][C:21]([N+:34]([O-:36])=[O:35])=[CH:20][C:11]=3[C@H:12]([CH3:19])[C:13]3[CH:18]=[CH:17][CH:16]=[CH:15][C:14]=3[C@H:8]2[CH2:7]1)=[O:4]. Procedure: A solution of 10 (8═H, R2═COCF3; 76 mg, 0.2 mmol) in DCM (1.5 mL) was cooled to 0° C. and fuming nitric acid (21 μl, 0.5 mmol) was added in portions. The ice/water bath was removed and the reaction mixture turned red. After 10 min the reaction was quenched with aqueous NaHCO3, extracted with DCM, dried (Na2SO4) and concentrated under reduced pressure. The crude product was purified by column chromatography on silica (Heptane:Ethyl acetate=7:3) followed by preparative HPLC. Freeze-drying from ace... Reactants: ClC1=C(C(=O)NCC)C(=CC=C1Cl)[Si](C)(C)C (2,3-Dichloro-N-ethyl-6-(trimethylsilyl)benzamide), acid chloride, acid chloride, CN(N)C (1,1-dimethylhydrazine). Yields the product CN(NC(C1=C(C(=CC=C1[Si](C)(C)C)Cl)Cl)=O)C (2,3-Dichloro-6-(trimethylsilyl)benzoic acid, 2,2-dimethylhydrazide). Yield: 81.0%. RXN SMILES: [Cl:1][C:2]1[C:12]([Cl:13])=[CH:11][CH:10]=[C:9]([Si:14]([CH3:17])([CH3:16])[CH3:15])[C:3]=1[C:4]([NH:6]CC)=[O:5].[CH3:18][N:19]([CH3:21])N>>[CH3:18][N:19]([CH3:21])[NH:6][C:4](=[O:5])[C:3]1[C:9]([Si:14]([CH3:17])([CH3:16])[CH3:15])=[CH:10][CH:11]=[C:12]([Cl:13])[C:2]=1[Cl:1]. Reported procedure: The acid prepared in Example 203 was converted to the acid chloride by the procedure of example b. The acid chloride was reacted with 1,1-dimethylhydrazine using General Method E1 to afford the title compound. Purification by recrystallization from ether/hexanes gave 0.62 g of the title compound as off-white crystals in 81% yield. m.p. 144°-145° C. Starting materials: O=C([O-])[O-], COc1cccc(-c2c(NC(=O)Nc3cc(CN4CCOCC4)ccc3C(C)(C)C)c(=O)[nH]c3ncccc23)c1, [I-], CCCCCCI, [K+], [K+], [K+], CN(C)C=O, O. Product: CCCCCCn1c(=O)c(NC(=O)Nc2cc(CN3CCOCC3)ccc2C(C)(C)C)c(-c2cccc(OC)c2)c2cccnc21. Reaction SMILES: [C:41](=[O:42])([O-:43])[O-:44].[CH3:1][O:2][c:3]1[cH:4][c:5](-[c:9]2[c:10]([NH:20][C:21](=[O:22])[NH:23][c:24]3[c:25]([C:37]([CH3:38])([CH3:39])[CH3:40])[cH:26][cH:27][c:28]([CH2:30][N:31]4[CH2:32][CH2:33][O:34][CH2:35][CH2:36]4)[cH:29]3)[c:11](=[O:19])[nH:12][c:13]3[n:14][cH:15][cH:16][cH:17][c:18]23)[cH:6][cH:7][cH:8]1.[I-:48].[I:49][CH2:50][CH2:51][CH2:52][CH2:53][CH2:54][CH3:55].[K+:45].[K+:46].[K+:47].[O:56]=[CH:57][N:58]([CH3:59])[CH3:60].[OH2:61]>>[CH3:1][O:2][c:3]1[cH:4][c:5](-[c:9]2[c:10]([NH:20][C:21](=[O:22])[NH:23][c:24]3[c:25]([C:37]([CH3:38])([CH3:39])[CH3:40])[cH:26][cH:27][c:28]([CH2:30][N:31]4[CH2:32][CH2:33][O:34][CH2:35][CH2:36]4)[cH:29]3)[c:11](=[O:19])[n:12]([CH2:50][CH2:51][CH2:52][CH2:53][CH2:54][CH3:55])[c:13]3[n:14][cH:15][cH:16][cH:17][c:18]23)[cH:6][cH:7][cH:8]1. Product: N1C=C(C2=CC=CC=C12)C(=O)OCCN1CCCC1 (2-(1-Pyrrolidinyl)ethyl 1H-indole-3-carboxylate). RXN SMILES: [N:1]1([CH2:6][CH2:7][OH:8])[CH2:5][CH2:4][CH2:3][CH2:2]1.[Li]CCCC.[NH:14]1[C:22]2[C:17](=[CH:18][CH:19]=[CH:20][CH:21]=2)[C:16]([C:23](Cl)=[O:24])=[CH:15]1>C1COCC1.CCCCCC>[NH:14]1[C:22]2[C:17](=[CH:18][CH:19]=[CH:20][CH:21]=2)[C:16]([C:23]([O:8][CH2:7][CH2:6][N:1]2[CH2:5][CH2:4][CH2:3][CH2:2]2)=[O:24])=[CH:15]1. Reported procedure: To a dry THF solution of 2-(1-pyrrolidinyl)ethanol (1.10 g, 9.6 mmol) was dropwise added under ice-cooling a 1.5M hexane solution of n-BuLi (6.4 ml, 9.6 mmol) over a period of 10 min. followed by stirring for 30 min. The solvent was removed under reduced pressure. To the residue was added dry THF (20 ml). To the resulting pale yellow suspension was added a dry THF solution (5 ml) of indole-3-carboxylic acid chloride (1.00 g, 5.6 mmol) with stirring at room temperature over a period of 10 min. Af... Yield: 76.0%. Reactants: N1C=C(C2=CC=CC=C12)C(=O)Cl (indole-3-carboxylic acid chloride), N1(CCCC1)CCO (2-(1-pyrrolidinyl)ethanol), [Li]CCCC (n-BuLi). Conditions: time 30 minute. Solvent: C1CCOC1 (THF), C1CCOC1 (THF), CCCCCC (hexane). Reactants: CCOC(=O)C(NC(C)=O)C(=O)OCC, CCO, Cl, [Na], ClCc1ccncc1. The product is CCOC(=O)C(Cc1ccncc1)(NC(C)=O)C(=O)OCC. As a reaction SMILES: [C:2]([CH3:3])(=[O:4])[NH:5][CH:6]([C:7](=[O:8])[O:9][CH2:10][CH3:11])[C:12](=[O:13])[O:14][CH2:15][CH3:16].[CH3:26][CH2:27][OH:28].[ClH:17].[Na:1].[cH:18]1[cH:19][c:20]([CH2:24][Cl:25])[cH:21][cH:22][n:23]1>>[C:2]([CH3:3])(=[O:4])[NH:5][C:6]([C:7](=[O:8])[O:9][CH2:10][CH3:11])([C:12](=[O:13])[O:14][CH2:15][CH3:16])[CH2:24][c:20]1[cH:19][cH:18][n:23][cH:22][cH:21]1.